Dataset: the Open Reaction Database (ORD), a public repository of structured organic reaction records. Task: describe an organic reaction: reactants, conditions, products, and yield Starting materials: CN (methylamine), S(=O)(=O)(OCCCCCCC(C(C(C(C(C(F)(F)F)(F)F)(F)F)(F)F)(F)F)(F)F)C1=CC=C(C)C=C1 (7,7,8,8,9,9,10,10,11,11,12,12,12-tridecafluoro-dodecyl tosylate), CN (methylamine). Run in O1CCCC1 (tetrahydrofuran). Reaction conditions: time 8 hour. Product: CNCCCCCCC(C(C(C(C(C(F)(F)F)(F)F)(F)F)(F)F)(F)F)(F)F (methyl-(7,7,8,8,9,9,10,10,11,11,12,12,12-tridecafluoro-dodecyl)-amine). Isolated yield 98.0%. As a reaction SMILES: [CH3:1][NH2:2].S(C1C=CC(C)=CC=1)(O[CH2:7][CH2:8][CH2:9][CH2:10][CH2:11][CH2:12][C:13]([F:31])([F:30])[C:14]([F:29])([F:28])[C:15]([F:27])([F:26])[C:16]([F:25])([F:24])[C:17]([F:23])([F:22])[C:18]([F:21])([F:20])[F:19])(=O)=O>O1CCCC1>[CH3:1][NH:2][CH2:7][CH2:8][CH2:9][CH2:10][CH2:11][CH2:12][C:13]([F:31])([F:30])[C:14]([F:29])([F:28])[C:15]([F:27])([F:26])[C:16]([F:25])([F:24])[C:17]([F:23])([F:22])[C:18]([F:21])([F:20])[F:19]. Reported procedure: 3.23 g of methylamine is condensed in a solution of 4.33 g of 7,7,8,8,9,9,10,10,11,11,12,12,12-tridecafluoro-dodecyl tosylate in 10 ml of absolute tetrahydrofuran at −20° C., and it is stirred overnight in a pressure vessel at room temperature. After the pressure vessel was opened at −20° C., it is allowed to come to room temperature to allow excess methylamine to evaporate off. The reaction solution is taken up in dichloromethane, washed with water, dried on magnesium sulfate and concentrated b... Reactants: Heterocyclic, C(C)(=O)C=1CCC(NC1C)=O (5-acetyl-3,4-dihydro-6-methyl-2(1H)-pyridinone). The reagents and catalysts are [Pd] (palladium black). Yields the product C(C)(=O)C=1C=CC(NC1C)=O (5-acetyl-6-methyl-2(1H)-pyridinone). Reaction SMILES: [C:1]([C:4]1[CH2:5][CH2:6][C:7](=[O:11])[NH:8][C:9]=1[CH3:10])(=[O:3])[CH3:2]>[Pd]>[C:1]([C:4]1[CH:5]=[CH:6][C:7](=[O:11])[NH:8][C:9]=1[CH3:10])(=[O:3])[CH3:2]. Reported procedure: Kato et al. [J. Heterocyclic Chem. 18, 603-606 (1981)] show, inter alia, the dehydrogenation of 5-acetyl-3,4-dihydro-6-methyl-2(1H)-pyridinone by heating it with palladium black to produce 5-acetyl-6-methyl-2(1H)-pyridinone, which in turn is reacted with phosphorus oxychloride (phosphoryl chloride) to produce a mixture of 6-chloro-3-ethynyl-2-methylpyridine and 6-chloro-3-(1-chlorovinyl)-2-methylpyridine. The yield is 80.9%. Procedure details: To a dichloromethane solution (6 ml) of the 4-[(4-chlorophenyl)sulfonyl]-4-(2,5-difluorophenyl)butylamine hydrochloride (120 mg, 0.303 mmol) obtained in Example 227 were added N-methylmorpholine (250 μl, 2.69 mmol) and 4-chlorobutyric acid chloride (40.7 μl, 0.364 mmol). After stirring at room temperature for 1 hour, the reaction mixture was diluted with dichloromethane, washed successively with a saturated aqueous solution of ammonium chloride, water and brine, dried over magnesium sulfate and ... RXN SMILES: Cl.[Cl:2][C:3]1[CH:8]=[CH:7][C:6]([S:9]([CH:12]([C:17]2[CH:22]=[C:21]([F:23])[CH:20]=[CH:19][C:18]=2[F:24])[CH2:13][CH2:14][CH2:15][NH2:16])(=[O:11])=[O:10])=[CH:5][CH:4]=1.CN1CCOCC1.Cl[CH2:33][CH2:34][CH2:35][C:36](Cl)=[O:37].[H-].[Na+]>ClCCl.O1CCCC1.CN(C)C=O.CCCCCC.O>[Cl:2][C:3]1[CH:4]=[CH:5][C:6]([S:9]([CH:12]([C:17]2[CH:22]=[C:21]([F:23])[CH:20]=[CH:19][C:18]=2[F:24])[CH2:13][CH2:14][CH2:15][N:16]2[CH2:33][CH2:34][CH2:35][C:36]2=[O:37])(=[O:11])=[O:10])=[CH:7][CH:8]=1 |f:0.1,4.5|. The solvent is ClCCl (dichloromethane), O (Water), ClCCl (dichloromethane), CCCCCC (hexane), O1CCCC1 (tetrahydrofuran). Yields the product ClC1=CC=C(C=C1)S(=O)(=O)C(CCCN1C(CCC1)=O)C1=C(C=CC(=C1)F)F (1-[4-(4-Chlorophenylsulfonyl)-4-(2,5-difluorophenyl)butyl]-2-pyrrolidinone). Run at time 1 hour. The reagents and catalysts are CN(C=O)C (N,N-dimethylformamide). The reactants are Cl.ClC1=CC=C(C=C1)S(=O)(=O)C(CCCN)C1=C(C=CC(=C1)F)F (4-[(4-Chlorophenyl)sulfonyl]-4-(2,5-difluorophenyl)butylamine Hydrochloride), CN1CCOCC1 (N-methylmorpholine), ClCCCC(=O)Cl (4-chlorobutyric acid chloride), [H-].[Na+] (sodium hydride). Reactants: CN(C[C@@H]([C@@](CC)(O)C1=CC(=CC=C1)OC)C)C ((2S,3R)-1-(dimethylamino)-3-(3-methoxyphenyl)-2-methyl pentan-3-ol), CS(=O)(=O)O (methanesulfonic acid), C1(=CC=C(C=C1)S(=O)(=O)O)C (para toluenesulfonic acid), S(O)(O)(=O)=O (sulfuric acid). Solvent: O (water), O1CCCC1 (tetrahydrofuran), C1CCCCC1 (cyclohexane). Conditions: temperature 20 celsius. The product is COC=1C=C(C=CC1)[C@@H]([C@H](CN(C)C)C)CC ((2R,3R)-3-(3-methoxyphenyl)-N,N,2-trimethylpentan-1-amine). RXN SMILES: [CH3:1][N:2]([CH3:18])[CH2:3][C@H:4]([CH3:17])[C@:5]([C:9]1[CH:14]=[CH:13][CH:12]=[C:11]([O:15][CH3:16])[CH:10]=1)(O)[CH2:6][CH3:7].S(=O)(=O)(O)O.CS(O)(=O)=O.C1(C)C=CC(S(O)(=O)=O)=CC=1>O.C1CCCCC1.O1CCCC1>[CH3:16][O:15][C:11]1[CH:10]=[C:9]([C@H:5]([CH2:6][CH3:7])[C@@H:4]([CH3:17])[CH2:3][N:2]([CH3:18])[CH3:1])[CH:14]=[CH:13][CH:12]=1. Procedure details: Accordingly the compound (2S,3R)-1-(dimethylamino)-3-(3-methoxyphenyl)-2-methyl pentan-3-ol of Formula-V was charged in the solvent tetrahydrofuran and under stirring charged concentrated sulfuric acid at temperature of 20-30° C. The reaction mixture is stirred and charged methanesulfonic acid or para toluenesulfonic acid and solvent cyclohexane. Stirred and raised the temperature to reflux. Maintained the reaction mass at reflux temperature for 3-5 hours with simultaneous removal of water. Cool...